This data is from the Open Reaction Database (ORD), a public repository of structured organic reaction records. The task is: describe an organic reaction: reactants, conditions, products, and yield The reactants are C1CCCCC1, CO, O=C1CCCCC1, O, O=C(O)c1ccc2cc[nH]c2c1. Product: O=C(O)c1ccc2c(C3=CCCCC3)c[nH]c2c1. As a reaction SMILES: [CH2:23]1[CH2:24][CH2:25][CH2:26][CH2:27][CH2:28]1.[CH3:13][OH:14].[O:15]=[C:16]1[CH2:17][CH2:18][CH2:19][CH2:20][CH2:21]1.[OH2:22].[nH:1]1[cH:2][cH:3][c:4]2[cH:5][cH:6][c:7]([C:10](=[O:11])[OH:12])[cH:8][c:9]12>>[nH:1]1[cH:2][c:3]([C:16]2=[CH:17][CH2:18][CH2:19][CH2:20][CH2:21]2)[c:4]2[cH:5][cH:6][c:7]([C:10](=[O:11])[OH:12])[cH:8][c:9]12.